From a dataset of the Open Reaction Database (ORD), a public repository of structured organic reaction records. describe an organic reaction: reactants, conditions, products, and yield The reactants are FC(=C(C(F)(F)F)C=1C=CC(=C(C=O)C1)OC)F (5-[2,2-Difluoro-1-(trifluoromethyl)ethenyl]-2-methoxybenzaldehyde), N[C@@H]1[C@@H](N(CCC1)C(=O)OC(C)(C)C)C1=CC=CC=C1 ((2S, 3S)-3-Amino-1-tert-butoxycarbonyl-2-phenylpiperidine), C(C)(C)(C)OC(=O)N1[C@H]([C@H](CCC1)NCC1=C(C=CC(=C1)C(C(F)(F)F)C(F)(F)F)OC)C1=CC=CC=C1 ((2S, 3S)-1-tert-Butoxycarbonyl-2-phenyl-3-(5-(2,2,2-trifluoro-1-(trifluoromethyl)ethyl)-2-methoxybenzyl)aminopiperidine). Product: C(C)(C)(C)OC(=O)N1[C@H]([C@H](CCC1)NCC1=C(C=CC(=C1)C(=C(F)F)C(F)(F)F)OC)C1=CC=CC=C1 ((2S, 3S)-1-tert-Butoxycarbonyl-3-[5-[2,2-difluoro-1-(trifluoromethyl)ethenyl]-2-methoxybenzyl]amino-2-phenylpiperidine). RXN SMILES: FC(F)=C(C1C=CC(OC)=C(C=1)C=O)C(F)(F)F.N[C@H]1CCCN(C(OC(C)(C)C)=O)[C@H]1C1C=CC=CC=1.[C:39]([O:43][C:44]([N:46]1[CH2:51][CH2:50][CH2:49][C@H:48]([NH:52][CH2:53][C:54]2[CH:59]=[C:58]([CH:60]([C:65](F)([F:67])[F:66])[C:61]([F:64])([F:63])[F:62])[CH:57]=[CH:56][C:55]=2[O:69][CH3:70])[C@@H:47]1[C:71]1[CH:76]=[CH:75][CH:74]=[CH:73][CH:72]=1)=[O:45])([CH3:42])([CH3:41])[CH3:40]>>[C:39]([O:43][C:44]([N:46]1[CH2:51][CH2:50][CH2:49][C@H:48]([NH:52][CH2:53][C:54]2[CH:59]=[C:58]([C:60]([C:61]([F:62])([F:63])[F:64])=[C:65]([F:66])[F:67])[CH:57]=[CH:56][C:55]=2[O:69][CH3:70])[C@@H:47]1[C:71]1[CH:72]=[CH:73][CH:74]=[CH:75][CH:76]=1)=[O:45])([CH3:42])([CH3:40])[CH3:41]. Procedure details: This compound was prepared from Compound 79 and Compound 12 in the same manner of Compound 13. Starting materials: C(C)(C)(C)C1=CC=C(C=C1)S(=O)(=O)NC=1C=C(C(=O)O)C=C(C1OC1=CC(=CC=C1)OC)OCCO (3-(4-tert-butyl-benzenesulphonylamino)-5-(2-hydroxy-ethoxy)-4-(3-methoxy-phenoxy)-benzoic acid), COC([C@@H](N)CC(C)C)=O (L-leucine methyl ester). Yields the product C(C)(C)(C)C1=CC=C(C=C1)S(=O)(=O)NC=1C=C(C(=O)NC(C(=O)OC)CC(C)C)C=C(C1OC1=CC(=CC=C1)OC)OCCO (methyl 2-[3-(4-tert-butyl-benzenesulphonylamino)-5-(2-hydroxy-ethoxy)-4-(3-methoxy-phenoxy)-benzoylamino]-4-methyl-pentanoate). As a reaction SMILES: [C:1]([C:5]1[CH:10]=[CH:9][C:8]([S:11]([NH:14][C:15]2[CH:16]=[C:17]([CH:21]=[C:22]([O:33][CH2:34][CH2:35][OH:36])[C:23]=2[O:24][C:25]2[CH:30]=[CH:29][CH:28]=[C:27]([O:31][CH3:32])[CH:26]=2)[C:18](O)=[O:19])(=[O:13])=[O:12])=[CH:7][CH:6]=1)([CH3:4])([CH3:3])[CH3:2].[CH3:37][O:38][C:39](=[O:46])[C@H:40]([CH2:42][CH:43]([CH3:45])[CH3:44])[NH2:41]>>[C:1]([C:5]1[CH:10]=[CH:9][C:8]([S:11]([NH:14][C:15]2[CH:16]=[C:17]([CH:21]=[C:22]([O:33][CH2:34][CH2:35][OH:36])[C:23]=2[O:24][C:25]2[CH:30]=[CH:29][CH:28]=[C:27]([O:31][CH3:32])[CH:26]=2)[C:18]([NH:41][CH:40]([CH2:42][CH:43]([CH3:45])[CH3:44])[C:39]([O:38][CH3:37])=[O:46])=[O:19])(=[O:12])=[O:13])=[CH:7][CH:6]=1)([CH3:4])([CH3:2])[CH3:3]. Procedure details: Analogously to Example 74, by condensing 3-(4-tert-butyl-benzenesulphonylamino)-5-(2-hydroxy-ethoxy)-4-(3-methoxy-phenoxy)-benzoic acid with L-leucine methyl ester there was obtained methyl 2-[3-(4-tert-butyl-benzenesulphonylamino)-5-(2-hydroxy-ethoxy)-4-(3-methoxy-phenoxy)-benzoylamino]-4-methyl-pentanoate. The reactants are C1CCC2=NCCCN2CC1, COC(=O)C(C#N)=C1CCCCC1, CC#N, C[N+](=O)[O-]. Yields the product COC(=O)C1(C#N)CC12CCCCC2. As a reaction SMILES: [CH2:18]1[CH2:19][CH2:20][C:21]2=[N:26][CH2:25][CH2:24][CH2:23][N:22]2[CH2:27][CH2:28]1.[CH3:1][O:2][C:3]([C:4](=[C:5]1[CH2:6][CH2:7][CH2:8][CH2:9][CH2:10]1)[C:11]#[N:12])=[O:13].[CH3:29][C:30]#[N:31].[N+:14]([O-:15])(=[O:16])[CH3:17]>>[CH3:1][O:2][C:3]([C:4]1([C:11]#[N:12])[C:5]2([CH2:6][CH2:7][CH2:8][CH2:9][CH2:10]2)[CH2:17]1)=[O:13]. Reactants: C(=O)([O-])[O-].[K+].[K+] (K2CO3), N1(CCNCC1)C=1C=C(C=CC1)O (3-Piperazin-1-yl-phenol), BrCCCOC1OCCCC1 (2-(3-bromo-propoxy)-tetrahydro-pyran). Run in CN(C)C=O (DMF). Product: O1C(CCCC1)OCCCN1CCN(CC1)C=1C=C(C=CC1)O (3-{4-[3-(Tetrahydro-pyran-2-yloxy)-propyl]-piperazin-1 -yl}-phenol). Yield: 49.4%. Reaction SMILES: [N:1]1([C:7]2[CH:8]=[C:9]([OH:13])[CH:10]=[CH:11][CH:12]=2)[CH2:6][CH2:5][NH:4][CH2:3][CH2:2]1.C([O-])([O-])=O.[K+].[K+].Br[CH2:21][CH2:22][CH2:23][O:24][CH:25]1[CH2:30][CH2:29][CH2:28][CH2:27][O:26]1>CN(C=O)C>[O:26]1[CH2:27][CH2:28][CH2:29][CH2:30][CH:25]1[O:24][CH2:23][CH2:22][CH2:21][N:4]1[CH2:3][CH2:2][N:1]([C:7]2[CH:8]=[C:9]([OH:13])[CH:10]=[CH:11][CH:12]=2)[CH2:6][CH2:5]1 |f:1.2.3|. Procedure details: 712 mg (4 mmol) 3-Piperazin-1-yl-phenol are dissolved in 30 mL DMF under argon and cooled below 5° C. After addition of 1.38 g (2.5 eq.) K2CO3, 166 mg (0.25 eq.) KI and 888 mg (1 eq.) 2-(3-bromo-propoxy)-tetrahydro-pyran, the suspension is stirred at room temperature for 20 hours, then extracted with AcOEt after dilution with saline. The organic phase is dried over sodium sulfate, evaporated and the residue column chromatographed (silica gel, AcOEt/EtOH 95:5) to yield 630 mg (48%) desired produc... Reactants: N1C=C(C2=CC=CC=C12)CC(=O)OC (indole-3-acetic acid, methyl ester), C(C1=CC=CC=C1)Cl (benzyl chloride), three, N1C=C(C2=CC=CC=C12)CC(=O)OC (indole-3-acetic acid, methyl ester), C(C)(C)[N-]C(C)C.[Li+] (lithium diisopropylamide), C(C1=CC=CC=C1)Cl (benzyl chloride). The yield is 89.5%. Run at temperature -78 celsius, time 15 minute. Procedure: To a 2-liter three necked round bottom flask equipped with an addition funnel was added, under nitrogen, 300 mL of dry tetrahydrofuran (THF) and 68.75 mL of lithium diisopropylamide (1.92M in cyclohexane/THF, 132 mmol). The mixture was cooled to -78° C., and a solution of indole-3-acetic acid, methyl ester (11.36 g, 60 mmol) in 300 mL of dry tetrahydrofuran was added dropwise. The mixture was then allowed to sit at -78° C. for 15 minutes, and then a solution of benzyl chloride (7.59 g, 60 mmol) ... Yields the product C1(=CC=CC=C1)CC(C(=O)OC)C1=CNC2=CC=CC=C12 (α-(Phenylmethyl)-1H-indole-3-acetic Acid, Methyl Ester). As a reaction SMILES: C([N-]C(C)C)(C)C.[Li+].[NH:9]1[C:17]2[C:12](=[CH:13][CH:14]=[CH:15][CH:16]=2)[C:11]([CH2:18][C:19]([O:21][CH3:22])=[O:20])=[CH:10]1.[CH2:23](Cl)[C:24]1[CH:29]=[CH:28][CH:27]=[CH:26][CH:25]=1>O1CCCC1>[C:24]1([CH2:23][CH:18]([C:11]2[C:12]3[C:17](=[CH:16][CH:15]=[CH:14][CH:13]=3)[NH:9][CH:10]=2)[C:19]([O:21][CH3:22])=[O:20])[CH:29]=[CH:28][CH:27]=[CH:26][CH:25]=1 |f:0.1|. The solvent is O1CCCC1 (tetrahydrofuran), O1CCCC1 (tetrahydrofuran), O1CCCC1 (tetrahydrofuran). Reactants: ClC1=C(C(=NC=C1)CC)C#CC=1C=CC(=NC1)N (5-(4-Chloro-2-ethyl-pyridin-3-ylethynyl)-pyridin-2-ylamine), C1(CC1)C1=NC=C(C=C1)B(O)O (2-cyclopropyl-pyrid-5-yl boronic acid), C(=O)([O-])[O-].[K+].[K+] (K2CO3). The reagents and catalysts are C=1C=CC(=CC1)[P](C=2C=CC=CC2)(C=3C=CC=CC3)[Pd]([P](C=4C=CC=CC4)(C=5C=CC=CC5)C=6C=CC=CC6)([P](C=7C=CC=CC7)(C=8C=CC=CC8)C=9C=CC=CC9)[P](C=1C=CC=CC1)(C=1C=CC=CC1)C=1C=CC=CC1 (Pd(PPh3)4). Solvent: COCCOC (DME), O (water). Run at temperature 150 celsius, time 120 minute. Yields the product C1(CC1)C1=CC=C(C=N1)C1=C(C(=NC=C1)CC)C#CC=1C=CC(=NC1)N (5-(6-Cyclopropyl-2′-ethyl-[3,4]bipyridinyl-3′-ylethynyl)-pyridin-2-ylamine). Reaction SMILES: Cl[C:2]1[CH:7]=[CH:6][N:5]=[C:4]([CH2:8][CH3:9])[C:3]=1[C:10]#[C:11][C:12]1[CH:13]=[CH:14][C:15]([NH2:18])=[N:16][CH:17]=1.[CH:19]1([C:22]2[CH:27]=[CH:26][C:25](B(O)O)=[CH:24][N:23]=2)[CH2:21][CH2:20]1.C([O-])([O-])=O.[K+].[K+]>COCCOC.O.C1C=CC([P]([Pd]([P](C2C=CC=CC=2)(C2C=CC=CC=2)C2C=CC=CC=2)([P](C2C=CC=CC=2)(C2C=CC=CC=2)C2C=CC=CC=2)[P](C2C=CC=CC=2)(C2C=CC=CC=2)C2C=CC=CC=2)(C2C=CC=CC=2)C2C=CC=CC=2)=CC=1>[CH:19]1([C:22]2[N:23]=[CH:24][C:25]([C:2]3[CH:7]=[CH:6][N:5]=[C:4]([CH2:8][CH3:9])[C:3]=3[C:10]#[C:11][C:12]3[CH:13]=[CH:14][C:15]([NH2:18])=[N:16][CH:17]=3)=[CH:26][CH:27]=2)[CH2:21][CH2:20]1 |f:2.3.4,^1:47,49,68,87|. Procedure details: The title compound is synthesized according to general procedure GP3 starting from 150 mg (0.58 mmol) 5-(4-Chloro-2-ethyl-pyridin-3-ylethynyl)-pyridin-2-ylamine (A-30) using 142 mg (0.87 mmoL) 2-cyclopropyl-pyrid-5-yl boronic acid, 4.5 mg (0.03 mmol) Pd(PPh3)4 and 154 mg (1.11 mmol) K2CO3 in a mixture of 6.0 mL DME and 1.5 mL water. The reaction mixture is stirred twice under microwave irradiation at 150° C. for 120 min. The reaction mixture is concentrated in vaccuo and the crude product is pur... RXN SMILES: [Br:1][C:2]1[CH:13]=[C:6]2[C:7]([O:9]C(=O)[NH:11][C:5]2=[CH:4][CH:3]=1)=O.C1COCC1.[CH2:19]([NH:21][CH2:22][CH3:23])[CH3:20]>>[NH2:11][C:5]1[CH:4]=[CH:3][C:2]([Br:1])=[CH:13][C:6]=1[C:7]([N:21]([CH2:22][CH3:23])[CH2:19][CH3:20])=[O:9]. Reactants: BrC1=CC=C2C(C(=O)OC(N2)=O)=C1 (5-Bromoisatoic anhydride), C1CCOC1 (THF), C(C)NCC (diethylamine). Yield: 14.6%. Run at time 8 hour. Product: NC1=C(C(=O)N(CC)CC)C=C(C=C1)Br (2-amino-5-bromo-N,N-diethylbenzamide). Procedure: A solution of 5-Bromoisatoic anhydride (2.00 g, 8.26 mmol) in THF (53.62 mL, 661.1 mmol) was treated with diethylamine (1.28 mL, 12.40 mmol) and allowed to stir overnight at rt. The mixture was concentrated in vacuo and purified using a Teledyne ISCO Combiflash® Rf system [0→4% MeOH in DCM] to afford 326 mg of the title compound (15%). 1H NMR (400 MHz, CD3OD) δ 7.24 (dd, J=2.27, 8.84 Hz, 1H), 7.13 (d, J=2.27 Hz, 1H), 6.71 (d, J=8.59 Hz, 1H), 3.43 (br. s., 4H), 1.18 (br. s., 6H). MS (ESI): m/z 27... Reactants: CN1CC2=CC(NC=C2C(C1)C1=CC=CC=C1)=O (6-methyl-8-phenyl-5,6,7,8-tetrahydro-2H-[2,6]naphthyridin-3-one), [H-].[Na+] (NaH), ClCCCI (1-chloro-3-iodopropane). The solvent is CN(C)C=O (DMF), C1CCOC1 (THF). Reaction conditions: time 30 minute. Yields the product N (NH3), CN1CC2=CC(=NC=C2C(C1)C1=CC=CC=C1)OCCCN1CCCCC1 (2-Methyl-4-phenyl-7-(3-piperidin-1-yl-propoxy)-1,2,3,4-tetrahydro-[2,6]-naphthyridine). The yield is 2.0%. As a reaction SMILES: [CH3:1][N:2]1[CH2:11][CH:10]([C:12]2[CH:17]=[CH:16][CH:15]=[CH:14][CH:13]=2)[C:9]2[C:4](=[CH:5][C:6](=[O:18])[NH:7][CH:8]=2)[CH2:3]1.[H-].[Na+].Cl[CH2:22][CH2:23][CH2:24]I>CN(C=O)C.C1COCC1>[NH3:2].[CH3:1][N:2]1[CH2:11][CH:10]([C:12]2[CH:17]=[CH:16][CH:15]=[CH:14][CH:13]=2)[C:9]2[C:4](=[CH:5][C:6]([O:18][CH2:22][CH2:23][CH2:24][N:2]3[CH2:11][CH2:10][CH2:9][CH2:4][CH2:3]3)=[N:7][CH:8]=2)[CH2:3]1 |f:1.2|. Procedure: A solution of 6-methyl-8-phenyl-5,6,7,8-tetrahydro-2H-[2,6]naphthyridin-3-one (82.8 mg, 0.326 mmol) in DMF (3 mL) and THF (2 mL) was treated with NaH (60% in oil; 62 mg). After 30 min, 1-chloro-3-iodopropane (0.075 mL) was added. After 1 h at 0° C., the mixture was diluted with satd. aq. NaHCO3 and extracted with DCM. The organic layer was washed with H2O (2×), dried, and concentrated. The residue was diluted with n-butanol (5 mL) and treated with piperidine (1.5 mL), Na2CO3 (150 mg), and KI (˜1... Starting materials: COc1ccc(F)cc1C(=O)c1cnc(NC2CCN(S(=O)(=O)CCCCl)CC2)nc1N, CC(N)CO. Yields the product COc1ccc(F)cc1C(=O)c1cnc(NC2CCN(S(=O)(=O)CCCNC(C)CO)CC2)nc1N. RXN SMILES: [NH2:1][c:2]1[n:3][c:4]([NH:19][CH:20]2[CH2:21][CH2:22][N:23]([S:26](=[O:27])(=[O:28])[CH2:29][CH2:30][CH2:31][Cl:32])[CH2:24][CH2:25]2)[n:5][cH:6][c:7]1[C:8](=[O:9])[c:10]1[c:11]([O:17][CH3:18])[cH:12][cH:13][c:14]([F:16])[cH:15]1.[NH2:33][CH:34]([CH2:35][OH:36])[CH3:37]>>[NH2:1][c:2]1[n:3][c:4]([NH:19][CH:20]2[CH2:21][CH2:22][N:23]([S:26](=[O:27])(=[O:28])[CH2:29][CH2:30][CH2:31][NH:33][CH:34]([CH2:35][OH:36])[CH3:37])[CH2:24][CH2:25]2)[n:5][cH:6][c:7]1[C:8](=[O:9])[c:10]1[c:11]([O:17][CH3:18])[cH:12][cH:13][c:14]([F:16])[cH:15]1. Reactants: CS(=O)(=O)O, CO, CCOC(C)=O, O=C(O)c1cccc2cc(O)ccc12. Product: COC(=O)c1cccc2cc(O)ccc12. Reaction SMILES: [CH3:1][S:2](=[O:3])(=[O:4])[OH:5].[CH3:20][OH:21].[CH3:22][CH2:23][O:24][C:25](=[O:26])[CH3:27].[OH:6][c:7]1[cH:8][c:9]2[cH:10][cH:11][cH:12][c:13]([C:17](=[O:18])[OH:19])[c:14]2[cH:15][cH:16]1>>[CH3:1][O:19][C:17]([c:13]1[cH:12][cH:11][cH:10][c:9]2[cH:8][c:7]([OH:6])[cH:16][cH:15][c:14]21)=[O:18].